Dataset: the Open Reaction Database (ORD), a public repository of structured organic reaction records. Task: describe an organic reaction: reactants, conditions, products, and yield Reactants: [13CH4] (Carbon-13), C1(\C=C/C(=O)O1)=O (Maleic anhydride), anhydride, C(C=C)NCC=C (Diallylamine). The solvent is C1(=CC=CC=C1)C (toluene). Reaction conditions: time 3 hour. The product is C(C=C)N(C(\C=C/C(=O)O)=O)CC=C (N,N-Diallylmaleamic acid). Reaction SMILES: [C:1]1(=[O:7])[O:6][C:4](=[O:5])[CH:3]=[CH:2]1.[CH2:8]([NH:11][CH2:12][CH:13]=[CH2:14])[CH:9]=[CH2:10].[13CH4]>C1(C)C=CC=CC=1>[CH2:8]([N:11]([CH2:12][CH:13]=[CH2:14])[C:1](=[O:7])/[CH:2]=[CH:3]\[C:4]([OH:6])=[O:5])[CH:9]=[CH2:10]. Reported procedure: Maleic anhydride (100 g, 1.02 mol) was dispersed in 400 mL toluene at 40° C. Diallylamine (97% pure, 100 g, 1.00 mol) was added over a period of 30 minutes with cooling so that the reaction temperature was maintained below 40° C. After addition, the reaction mixture was stirred at room temperature for 3 hours. The IR of the reaction mixture showed the absence of the anhydride. A nearly quantitative conversion was obtained. The Carbon-13 data is shown in Table 1. Reactants: aqueous solution, [OH-].[Na+] (sodium hydroxide), FC1=CC=C(CNC(=O)NC2=C(C(=O)OC)C=C(C=C2)C(=O)C2=NC(=C3N2C=CC=C3)C3=CC(=CC=C3)C(=O)OC)C=C1 (methyl 2-{[(4-fluorobenzyl)carbamoyl]amino}-5-({1-[3-(methoxycarbonyl)phenyl]imidazo[1,5-a]pyridin-3-yl}carbonyl)benzoate), aqueous solution, Cl (hydrochloric acid). The solvent is O (water), CO (methanol). The product is FC1=CC=C(CN2C(NC3=CC=C(C=C3C2=O)C(=O)C2=NC(=C3N2C=CC=C3)C=3C=C(C(=O)O)C=CC3)=O)C=C1 (3-(3-{[3-(4-Fluorobenzyl)-2,4-dioxo-1,2,3,4-tetrahydroquinazolin-6-yl]carbonyl}imidazo[1,5-a]pyridin-1-yl)benzoic acid). Isolated yield 98.8%. RXN SMILES: [OH-].[Na+].[F:3][C:4]1[CH:45]=[CH:44][C:7]([CH2:8][NH:9][C:10]([NH:12][C:13]2[CH:22]=[CH:21][C:20]([C:23]([C:25]3[N:29]4[CH:30]=[CH:31][CH:32]=[CH:33][C:28]4=[C:27]([C:34]4[CH:39]=[CH:38][CH:37]=[C:36]([C:40]([O:42]C)=[O:41])[CH:35]=4)[N:26]=3)=[O:24])=[CH:19][C:14]=2[C:15](OC)=[O:16])=[O:11])=[CH:6][CH:5]=1.Cl>CO.O>[F:3][C:4]1[CH:5]=[CH:6][C:7]([CH2:8][N:9]2[C:15](=[O:16])[C:14]3[C:13](=[CH:22][CH:21]=[C:20]([C:23]([C:25]4[N:29]5[CH:30]=[CH:31][CH:32]=[CH:33][C:28]5=[C:27]([C:34]5[CH:35]=[C:36]([CH:37]=[CH:38][CH:39]=5)[C:40]([OH:42])=[O:41])[N:26]=4)=[O:24])[CH:19]=3)[NH:12][C:10]2=[O:11])=[CH:44][CH:45]=1 |f:0.1|. Procedure details: 2.85 ml (0.0285 mol) of a 1N aqueous solution of sodium hydroxide are added to 3.3 g (5.7 mmol) of methyl 2-{[(4-fluorobenzyl)carbamoyl]amino}-5-({1-[3-(methoxycarbonyl)phenyl]imidazo[1,5-a]pyridin-3-yl}carbonyl)benzoate dissolved in 250 ml of methanol. After refluxing for 2 hours, the reaction medium is acidified with 50 ml of a 1N aqueous solution of hydrochloric acid and then diluted with 700 ml of water. The precipitate obtained is filtered off, and dried under reduced pressure at 40° C. ove... Starting materials: ClCCl, Cc1ccc(Oc2ccc(C(=O)O)cc2)cc1, O=C(Cl)C(=O)Cl. The product is Cc1ccc(Oc2ccc(C(=O)Cl)cc2)cc1. As a reaction SMILES: [CH2:24]([Cl:25])[Cl:26].[CH3:1][c:2]1[cH:3][cH:4][c:5]([O:6][c:7]2[cH:8][cH:9][c:10]([C:11](=[O:12])[OH:13])[cH:14][cH:15]2)[cH:16][cH:17]1.[Cl:18][C:19]([C:20]([Cl:21])=[O:22])=[O:23]>>[CH3:1][c:2]1[cH:3][cH:4][c:5]([O:6][c:7]2[cH:8][cH:9][c:10]([C:11](=[O:12])[Cl:18])[cH:14][cH:15]2)[cH:16][cH:17]1. Reactants: N(=[N+]=[N-])C[C@H]1N(C[C@@H](C1)NC(=O)C=1SC(=CC1)Cl)C(=O)OC(C)(C)C (tert. Butyl (2S,4R)-2-azidomethyl-4-[(5-chloro-thiophene-2-carbonyl)-amino]-pyrrolidine-1-carboxylate), C1(=CC=CC=C1)P(C1=CC=CC=C1)C1=CC=CC=C1 (triphenylphosphine). Run in C1CCOC1 (THF), O (water). Conditions: time 16 hour. Yields the product NC[C@H]1N(C[C@@H](C1)NC(=O)C=1SC(=CC1)Cl)C(=O)OC(C)(C)C (tert. Butyl (2S,4R)-2-aminomethyl-4-[(5-chloro-thiophene-2-carbonyl)-amino]-pyrrolidine-1-carboxylate). Reaction SMILES: [N:1]([CH2:4][C@@H:5]1[CH2:9][C@@H:8]([NH:10][C:11]([C:13]2[S:14][C:15]([Cl:18])=[CH:16][CH:17]=2)=[O:12])[CH2:7][N:6]1[C:19]([O:21][C:22]([CH3:25])([CH3:24])[CH3:23])=[O:20])=[N+]=[N-].C1(P(C2C=CC=CC=2)C2C=CC=CC=2)C=CC=CC=1>C1COCC1.O>[NH2:1][CH2:4][C@@H:5]1[CH2:9][C@@H:8]([NH:10][C:11]([C:13]2[S:14][C:15]([Cl:18])=[CH:16][CH:17]=2)=[O:12])[CH2:7][N:6]1[C:19]([O:21][C:22]([CH3:25])([CH3:24])[CH3:23])=[O:20]. Procedure: 290.0 mg (0.75 mmol) tert. Butyl (2S,4R)-2-azidomethyl-4-[(5-chloro-thiophene-2-carbonyl)-amino]-pyrrolidine-1-carboxylate are dissolved in a mixture of 4 ml THF and 0.4 ml of water and combined with 0.3 g (1.1 mmol) triphenylphosphine. The reaction mixture is stirred at RT for 16 hours. Then the mixture is concentrated i. vac., combined with water and dil. Sodium hydroxide solution and extracted three times with DCM. The combined organic phases are dried on sodium sulphate, filtered and evapora... The reactants are CC(=O)O[BH-](OC(C)=O)OC(C)=O, CN1CCNCC1, CC(=O)O, ClCCCl, ClCCl, [Na+], [Na+], O=C([O-])O, O=Cc1cc2nc(-c3cccc4[nH]ncc34)nc(N3CCOCC3)c2s1. Product: CN1CCN(Cc2cc3nc(-c4cccc5[nH]ncc45)nc(N4CCOCC4)c3s2)CC1. Reaction SMILES: [C:34]([O:35][BH-:36]([O:37][C:38](=[O:39])[CH3:40])[O:41][C:42](=[O:43])[CH3:44])(=[O:45])[CH3:46].[CH3:27][N:28]1[CH2:29][CH2:30][NH:31][CH2:32][CH2:33]1.[CH3:60][C:61](=[O:62])[OH:63].[Cl:53][CH2:54][CH2:55][Cl:56].[Cl:57][CH2:58][Cl:59].[Na+:47].[Na+:52].[O-:48][C:49]([OH:50])=[O:51].[nH:1]1[n:2][cH:3][c:4]2[c:5](-[c:10]3[n:11][c:12]([N:21]4[CH2:22][CH2:23][O:24][CH2:25][CH2:26]4)[c:13]4[c:14]([n:15]3)[cH:16][c:17]([CH:19]=[O:20])[s:18]4)[cH:6][cH:7][cH:8][c:9]12>>[nH:1]1[n:2][cH:3][c:4]2[c:5](-[c:10]3[n:11][c:12]([N:21]4[CH2:22][CH2:23][O:24][CH2:25][CH2:26]4)[c:13]4[c:14]([n:15]3)[cH:16][c:17]([CH2:19][N:31]3[CH2:30][CH2:29][N:28]([CH3:27])[CH2:33][CH2:32]3)[s:18]4)[cH:6][cH:7][cH:8][c:9]12. Reactants: C(C1=CC=CC=C1)OC1=CC(N(C=C1)CC(=O)C1=CC=C(C=C1)CO)=O (4-Benzyloxy-1-[2-(4-hydroxymethyl-phenyl)-2-oxo-ethyl]-1H-pyridin-2-one), P(Br)(Br)Br (phosphorus tribromide). Solvent: C(Cl)Cl (DCM), C1CCOC1 (THF). Reaction conditions: time 1 hour. Yields the product C(C1=CC=CC=C1)OC1=CC(N(C=C1)CC(=O)C1=CC=C(C=C1)CBr)=O (4-Benzyloxy-1-[2-(4-bromomethyl-phenyl)-2-oxo-ethyl]-1H-pyridin-2-one). As a reaction SMILES: [CH2:1]([O:8][C:9]1[CH:14]=[CH:13][N:12]([CH2:15][C:16]([C:18]2[CH:23]=[CH:22][C:21]([CH2:24]O)=[CH:20][CH:19]=2)=[O:17])[C:11](=[O:26])[CH:10]=1)[C:2]1[CH:7]=[CH:6][CH:5]=[CH:4][CH:3]=1.P(Br)(Br)[Br:28]>C(Cl)Cl.C1COCC1>[CH2:1]([O:8][C:9]1[CH:14]=[CH:13][N:12]([CH2:15][C:16]([C:18]2[CH:23]=[CH:22][C:21]([CH2:24][Br:28])=[CH:20][CH:19]=2)=[O:17])[C:11](=[O:26])[CH:10]=1)[C:2]1[CH:7]=[CH:6][CH:5]=[CH:4][CH:3]=1. Procedure details: To 3.00 g (8.59 mmol) 4-benzyloxy-1-[2-(4-hydroxymethyl-phenyl)-2-oxo-ethyl]-1H-pyridin-2-one (preparation 15b) in 20 mL of DCM and 20 mL THF is added 0.81 mL (8.59 mmol) phosphorus tribromide at 0° C. The cooling bath is removed and the mixture is stirred 1 h at RT in an ultrasound bath. Reactants: O=C([O-])[O-], C1CCOC1, Cc1cc(C)cc(O)c1, N#Cc1ccc(Cl)c([N+](=O)[O-])c1, [K+], [K+]. The product is Cc1cc(C)cc(Oc2ccc(C#N)cc2[N+](=O)[O-])c1. As a reaction SMILES: [C:13](=[O:14])([O-:15])[O-:16].[CH2:28]1[O:29][CH2:30][CH2:31][CH2:32]1.[CH3:19][c:20]1[cH:21][c:22]([CH3:23])[cH:24][c:25]([OH:26])[cH:27]1.[Cl:1][c:2]1[c:3]([N+:10](=[O:11])[O-:12])[cH:4][c:5]([C:6]#[N:7])[cH:8][cH:9]1.[K+:17].[K+:18]>>[c:2]1([O:26][c:25]2[cH:24][c:22]([CH3:23])[cH:21][c:20]([CH3:19])[cH:27]2)[c:3]([N+:10](=[O:11])[O-:12])[cH:4][c:5]([C:6]#[N:7])[cH:8][cH:9]1.